This data is from the Open Reaction Database (ORD), a public repository of structured organic reaction records. The task is: describe an organic reaction: reactants, conditions, products, and yield The reactants are [Al+3], C1CCOC1, O=C1CC2CCC(CN1)N2Cc1ccccc1, [H-], [H-], [H-], [H-], [Li+]. Product: c1ccc(CN2C3CCNCC2CC3)cc1. As a reaction SMILES: [Al+3:2].[CH2:24]1[O:25][CH2:26][CH2:27][CH2:28]1.[CH2:7]([c:8]1[cH:9][cH:10][cH:11][cH:12][cH:13]1)[N:14]1[CH:15]2[CH2:16][NH:17][C:18](=[O:23])[CH2:19][CH:20]1[CH2:21][CH2:22]2.[H-:1].[H-:4].[H-:5].[H-:6].[Li+:3]>>[CH2:7]([c:8]1[cH:9][cH:10][cH:11][cH:12][cH:13]1)[N:14]1[CH:15]2[CH2:16][NH:17][CH2:18][CH2:19][CH:20]1[CH2:21][CH2:22]2. Reactants: CC(C)(CC=CC(=O)O)NC(=O)OC(C)(C)C, CCN(C(C)C)C(C)C, CCN=C=NCCCN(C)C, CNC(Cc1ccc2ccccc2c1)C(=O)N(C)C(Cc1cccs1)CN(C)S(C)(=O)=O, CN(C)C=O, CCOC(C)=O, ClCCl, Cl, On1nnc2cccnc21. The product is CN(C(=O)C(Cc1ccc2ccccc2c1)N(C)C(=O)C=CCC(C)(C)NC(=O)OC(C)(C)C)C(Cc1cccs1)CN(C)S(C)(=O)=O. RXN SMILES: [C:1]([CH3:2])([CH3:3])([CH3:4])[O:5][C:6](=[O:7])[NH:8][C:9]([CH2:10][CH:11]=[CH:12][C:13](=[O:14])[OH:15])([CH3:16])[CH3:17].[CH2:72]([N:73]([CH:74]([CH3:75])[CH3:76])[CH:77]([CH3:78])[CH3:79])[CH3:80].[CH3:29][N:30]([CH3:31])[CH2:32][CH2:33][CH2:34][N:35]=[C:36]=[N:37][CH2:38][CH3:39].[CH3:40][NH:41][CH:42]([C:43](=[O:44])[N:45]([CH:46]([CH2:47][c:48]1[s:49][cH:50][cH:51][cH:52]1)[CH2:53][N:54]([S:55](=[O:56])(=[O:57])[CH3:58])[CH3:59])[CH3:60])[CH2:61][c:62]1[cH:63][c:64]2[cH:65][cH:66][cH:67][cH:68][c:69]2[cH:70][cH:71]1.[CH3:81][N:82]([CH3:83])[CH:84]=[O:85].[CH3:89][CH2:90][O:91][C:92](=[O:93])[CH3:94].[Cl:86][CH2:87][Cl:88].[ClH:28].[OH:18][n:19]1[c:20]2[n:21][cH:22][cH:23][cH:24][c:25]2[n:26][n:27]1>>[C:1]([CH3:2])([CH3:3])([CH3:4])[O:5][C:6](=[O:7])[NH:8][C:9]([CH2:10][CH:11]=[CH:12][C:13](=[O:15])[N:41]([CH3:40])[CH:42]([C:43](=[O:44])[N:45]([CH:46]([CH2:47][c:48]1[s:49][cH:50][cH:51][cH:52]1)[CH2:53][N:54]([S:55](=[O:56])(=[O:57])[CH3:58])[CH3:59])[CH3:60])[CH2:61][c:62]1[cH:63][c:64]2[cH:65][cH:66][cH:67][cH:68][c:69]2[cH:70][cH:71]1)([CH3:16])[CH3:17]. Reactants: BrC1CCN(Cc2ccccc2)C1, CS(C)=O, O, Sc1ccccc1. Product: c1ccc(CN2CCC(Sc3ccccc3)C2)cc1. As a reaction SMILES: [Br:8][CH:9]1[CH2:10][N:11]([CH2:14][c:15]2[cH:16][cH:17][cH:18][cH:19][cH:20]2)[CH2:12][CH2:13]1.[CH3:21][S:22]([CH3:23])=[O:24].[OH2:25].[SH:1][c:2]1[cH:3][cH:4][cH:5][cH:6][cH:7]1>>[S:1]([c:2]1[cH:3][cH:4][cH:5][cH:6][cH:7]1)[CH:9]1[CH2:10][N:11]([CH2:14][c:15]2[cH:16][cH:17][cH:18][cH:19][cH:20]2)[CH2:12][CH2:13]1. The reactants are Brc1cccc2cc[nH]c12, C=CC(=O)OC, CN(C)C=O, CCN(C(C)C)C(C)C, CC(=O)[O-], CC(=O)[O-], [Pd+2], c1ccc(P(c2ccccc2)c2ccccc2)cc1. Yields the product COC(=O)C=Cc1cccc2cc[nH]c12. As a reaction SMILES: [Br:1][c:2]1[cH:3][cH:4][cH:5][c:6]2[cH:7][cH:8][nH:9][c:10]12.[C:11]([CH:12]=[CH2:13])(=[O:14])[O:15][CH3:16].[CH3:54][N:55]([CH3:56])[CH:57]=[O:58].[CH:36]([N:37]([CH2:38][CH3:39])[CH:40]([CH3:41])[CH3:42])([CH3:43])[CH3:44].[O-:46][C:47]([CH3:48])=[O:49].[O-:50][C:51]([CH3:52])=[O:53].[Pd+2:45].[c:17]1([P:18]([c:19]2[cH:20][cH:21][cH:22][cH:23][cH:24]2)[c:25]2[cH:26][cH:27][cH:28][cH:29][cH:30]2)[cH:31][cH:32][cH:33][cH:34][cH:35]1>>[c:2]1([CH:13]=[CH:12][C:11](=[O:14])[O:15][CH3:16])[cH:3][cH:4][cH:5][c:6]2[cH:7][cH:8][nH:9][c:10]12. Reactants: [Br-], CCCCC[Mg+], Cl, O=C(Cl)c1ccc(F)cc1, C1CCOC1. Yields the product CCCCCC(=O)c1ccc(F)cc1. RXN SMILES: [Br-:11].[CH2:12]([CH2:13][CH2:14][CH2:15][CH3:16])[Mg+:17].[ClH:18].[F:1][c:2]1[cH:3][cH:4][c:5]([C:6](=[O:7])[Cl:8])[cH:9][cH:10]1.[O:19]1[CH2:20][CH2:21][CH2:22][CH2:23]1>>[F:1][c:2]1[cH:3][cH:4][c:5]([C:6](=[O:7])[CH2:12][CH2:13][CH2:14][CH2:15][CH3:16])[cH:9][cH:10]1.